Dataset: the Open Reaction Database (ORD), a public repository of structured organic reaction records. Task: describe an organic reaction: reactants, conditions, products, and yield Starting materials: [N+](#[C-])CC(=O)OC (methyl isocyanoacetate), [H-].[Na+] (sodium hydride), COC=1C=C(C=O)C(=CC1OC)C(C1=CC(=NC=C1)Cl)=O (3,4-dimethoxy-6-(2-chloroisonicotinoyl)benzaldehyde), C(C)(=O)O (acetic acid). As a reaction SMILES: [N+:1]([CH2:3][C:4]([O:6][CH3:7])=[O:5])#[C-].[H-].[Na+].[CH3:10][O:11][C:12]1[CH:13]=[C:14]([C:17]([C:22](=O)[C:23]2[CH:28]=[CH:27][N:26]=[C:25]([Cl:29])[CH:24]=2)=[CH:18][C:19]=1[O:20][CH3:21])[CH:15]=O.C(O)(=O)C>CN(C)C=O>[Cl:29][C:25]1[CH:24]=[C:23]([C:22]2[C:17]3[C:14](=[CH:13][C:12]([O:11][CH3:10])=[C:19]([O:20][CH3:21])[CH:18]=3)[CH:15]=[C:3]([C:4]([O:6][CH3:7])=[O:5])[N:1]=2)[CH:28]=[CH:27][N:26]=1 |f:1.2|. Product: ClC1=NC=CC(=C1)C1=NC(=CC2=CC(=C(C=C12)OC)OC)C(=O)OC (2-chloro-4-(3-methoxycarbonyl-6,7-dimethoxyisoquinolin-1-yl)pyridine). Solvent: CN(C=O)C (dimethylformamide), CN(C=O)C (dimethylformamide). Reported procedure: To a solution of methyl isocyanoacetate (18 ml) in dimethylformamide (85 ml) is added sodium hydride (7.85 g, 62.4% in oil) with ice-cooling under nitrogen atmosphere, and the mixture is stirred at room temperature for 30 minutes. To a solution of 3,4-dimethoxy-6-(2-chloroisonicotinoyl)benzaldehyde (52.0 g) in dimethylformamide (170 ml) is added dropwise the above solution at 40-50° C., and then the mixture is stirred at 50° C. for one hour. The mixture is neutralized with 10% acetic acid, conce... Reaction conditions: time 30 minute. Starting materials: [N+](=O)([O-])C1=CC=C(O1)C(=O)O (5-nitro-2-furan-carboxylic acid), S1C(=CC=C1)Cl (thienyl chloride), CCOCC (ether). Run in CN(C=O)C (dimethyl formamide). Conditions: time 8 hour. Product: [N+](=O)([O-])C1=CC=C(O1)C(=O)Cl (5-nitro-2-furancarboxylic acid chloride). Reaction SMILES: [N+:1]([C:4]1[O:8][C:7]([C:9]([OH:11])=O)=[CH:6][CH:5]=1)([O-:3])=[O:2].S1C=CC=C1[Cl:17].CCOCC>CN(C)C=O>[N+:1]([C:4]1[O:8][C:7]([C:9]([Cl:17])=[O:11])=[CH:6][CH:5]=1)([O-:3])=[O:2]. Reported procedure: To a mixture of 3.00 g. of 5-nitro-2-furan-carboxylic acid and 2.06 ml. of thienyl chloride in 50 ml. ether is added 0.45 ml. of dimethyl formamide. The reaction mixture is stirred overnight, under nitrogen, at room temperature. The ether solution is then decanted and the solvent removed to yield 5-nitro-2-furancarboxylic acid chloride, which is then dissolved in 50 ml. ether at 0° . To this solution is added, under nitrogen, 2.06 g. of cyclopropanemethyl alcohol and 3.1 of pyridine. The reactio...